From a dataset of the Open Reaction Database (ORD), a public repository of structured organic reaction records. describe an organic reaction: reactants, conditions, products, and yield Starting materials: F[B-](F)(F)F, CCOC(C)=O, CCCCCC, CCN(C(C)C)C(C)C, C1CC(N2CCNCC2)C1, Cl, Cl, O=C(O)C1CC1c1ccc(C(F)(F)F)nc1, CN(C)C=O, CN(C)C(On1nnc2ccccc21)=[N+](C)C. Product: O=C(C1CC1c1ccc(C(F)(F)F)nc1)N1CCN(C2CCC2)CC1. As a reaction SMILES: [B-:26]([F:27])([F:28])([F:29])[F:30].[CH3:65][CH2:66][O:67][C:68]([CH3:69])=[O:70].[CH3:71][CH2:72][CH2:73][CH2:74][CH2:75][CH3:76].[CH:17]([N:18]([CH2:19][CH3:20])[CH:21]([CH3:22])[CH3:23])([CH3:24])[CH3:25].[CH:50]1([N:54]2[CH2:55][CH2:56][NH:57][CH2:58][CH2:59]2)[CH2:51][CH2:52][CH2:53]1.[ClH:48].[ClH:49].[F:1][C:2]([c:3]1[cH:4][cH:5][c:6]([CH:9]2[CH:10]([C:12](=[O:13])[OH:14])[CH2:11]2)[cH:7][n:8]1)([F:15])[F:16].[O:60]=[CH:61][N:62]([CH3:63])[CH3:64].[n:31]1([O:32][C:33]([N:34]([CH3:35])[CH3:36])=[N+:37]([CH3:38])[CH3:39])[c:40]2[cH:41][cH:42][cH:43][cH:44][c:45]2[n:46][n:47]1>>[F:1][C:2]([c:3]1[cH:4][cH:5][c:6]([CH:9]2[CH:10]([C:12](=[O:14])[N:57]3[CH2:56][CH2:55][N:54]([CH:50]4[CH2:51][CH2:52][CH2:53]4)[CH2:59][CH2:58]3)[CH2:11]2)[cH:7][n:8]1)([F:15])[F:16]. Starting materials: C1CCC2=NCCCN2CC1, COc1cc(C)nc(NC(=O)Oc2ccccc2)n1, CC#N, CON=C(Cl)c1ccccc1S(N)(=O)=O, O. Product: CON=C(Cl)c1ccccc1S(=O)(=O)NC(=O)Nc1nc(C)cc(OC)n1. Reaction SMILES: [CH2:35]1[CH2:36][CH2:37][C:38]2=[N:43][CH2:42][CH2:41][CH2:40][N:39]2[CH2:44][CH2:45]1.[CH3:16][O:17][c:18]1[n:19][c:20]([NH:25][C:26]([O:27][c:29]2[cH:30][cH:31][cH:32][cH:33][cH:34]2)=[O:28])[n:21][c:22]([CH3:24])[cH:23]1.[CH3:46][C:47]#[N:48].[NH2:1][S:2](=[O:3])(=[O:4])[c:5]1[c:6]([C:11](=[N:12][O:13][CH3:14])[Cl:15])[cH:7][cH:8][cH:9][cH:10]1.[OH2:49]>>[NH:1]([S:2](=[O:3])(=[O:4])[c:5]1[c:6]([C:11](=[N:12][O:13][CH3:14])[Cl:15])[cH:7][cH:8][cH:9][cH:10]1)[C:26]([NH:25][c:20]1[n:19][c:18]([O:17][CH3:16])[cH:23][c:22]([CH3:24])[n:21]1)=[O:27]. Reactants: FC=1C=C(C=CC1)C1=C2/C(/C(NC2=CC=C1)=O)=C/C=1NC(=CC1C(=O)O)C (2-[4-(3-fluoro-phenyl)-2-oxo-1,2-dihydro-indol-(3Z)-ylidenemethyl]-5-methyl-1H-pyrrole-3-carboxylic acid), C(CCl)Cl (EDC), C=1C=CC2=C(C1)N=NN2O (HOBt), TEA, C1(CC1)NC1CCNCC1 (cyclopropyl-piperidin-4-yl-amine). The solvent is C(Cl)Cl (DCM), CN(C)C=O (DMF). Conditions: time 20 hour. The product is C1(CC1)NC1CCN(CC1)C(=O)C1=C(NC(=C1)C)\C=C\1/C(NC2=CC=CC(=C12)C1=CC(=CC=C1)F)=O (3-[1-[3-(4-Cyclopropylamino-piperidine-1-carbonyl)-5-methyl-1H-pyrrol-2-yl]-meth-(Z)-ylidene]-4-(3-fluoro-phenyl)-1,3-dihydro-indol-2-one). RXN SMILES: [F:1][C:2]1[CH:3]=[C:4]([C:8]2[CH:16]=[CH:15][CH:14]=[C:13]3[C:9]=2/[C:10](=[CH:18]/[C:19]2[NH:20][C:21]([CH3:27])=[CH:22][C:23]=2[C:24]([OH:26])=O)/[C:11](=[O:17])[NH:12]3)[CH:5]=[CH:6][CH:7]=1.C(Cl)CCl.C1C=CC2N(O)N=NC=2C=1.[CH:42]1([NH:45][CH:46]2[CH2:51][CH2:50][NH:49][CH2:48][CH2:47]2)[CH2:44][CH2:43]1>CN(C=O)C.C(Cl)Cl>[CH:42]1([NH:45][CH:46]2[CH2:51][CH2:50][N:49]([C:24]([C:23]3[CH:22]=[C:21]([CH3:27])[NH:20][C:19]=3/[CH:18]=[C:10]3\[C:11](=[O:17])[NH:12][C:13]4[C:9]\3=[C:8]([C:4]3[CH:5]=[CH:6][CH:7]=[C:2]([F:1])[CH:3]=3)[CH:16]=[CH:15][CH:14]=4)=[O:26])[CH2:48][CH2:47]2)[CH2:44][CH2:43]1. Procedure details: To a solution of 2-[4-(3-fluoro-phenyl)-2-oxo-1,2-dihydro-indol-(3Z)-ylidenemethyl]-5-methyl-1H-pyrrole-3-carboxylic acid (105 mg, 0.29 mmol), EDC (120 mg, 0.58 mmol), HOBt (40 mg, 0.3 mmol) in DMF (4 mL) was added TEA 90.15 mL) and cyclopropyl-piperidin-4-yl-amine. The mixture was stirred at rt for 20 hours. The reaction was diluted with DCM, washed with water, NaHCO3, dried and concentrated. The residue was purified on a silica gel column to give the titled compound. The reactants are Cc1cc2c(cc1C(F)(F)F)N(CC1CCC(CC(=O)OCc3ccccc3)CC1)CCCC2N(Cc1cc(C(F)(F)F)cc(C(F)(F)F)c1)c1nnn(C)n1, CO, [Na+], [OH-]. Yields the product Cc1cc2c(cc1C(F)(F)F)N(CC1CCC(CC(=O)O)CC1)CCCC2N(Cc1cc(C(F)(F)F)cc(C(F)(F)F)c1)c1nnn(C)n1. As a reaction SMILES: [CH2:1]([c:2]1[cH:3][cH:4][cH:5][cH:6][cH:7]1)[O:8][C:9]([CH2:10][CH:11]1[CH2:12][CH2:13][CH:14]([CH2:17][N:18]2[c:19]3[c:20]([cH:47][c:48]([CH3:55])[c:49]([C:51]([F:52])([F:53])[F:54])[cH:50]3)[CH:21]([N:25]([c:26]3[n:27][n:28][n:29]([CH3:31])[n:30]3)[CH2:32][c:33]3[cH:34][c:35]([C:43]([F:44])([F:45])[F:46])[cH:36][c:37]([C:39]([F:40])([F:41])[F:42])[cH:38]3)[CH2:22][CH2:23][CH2:24]2)[CH2:15][CH2:16]1)=[O:56].[CH3:59][OH:60].[Na+:58].[OH-:57]>>[O:8]=[C:9]([CH2:10][CH:11]1[CH2:12][CH2:13][CH:14]([CH2:17][N:18]2[c:19]3[c:20]([cH:47][c:48]([CH3:55])[c:49]([C:51]([F:52])([F:53])[F:54])[cH:50]3)[CH:21]([N:25]([c:26]3[n:27][n:28][n:29]([CH3:31])[n:30]3)[CH2:32][c:33]3[cH:34][c:35]([C:43]([F:44])([F:45])[F:46])[cH:36][c:37]([C:39]([F:40])([F:41])[F:42])[cH:38]3)[CH2:22][CH2:23][CH2:24]2)[CH2:15][CH2:16]1)[OH:56]. Reaction SMILES: [F:1][C:2]([F:3])([F:4])[S:5][c:6]1[cH:7][cH:8][c:9]([OH:12])[cH:10][cH:11]1.[O:46]=[C:47]([O:48][CH2:49][CH3:50])[N:51]=[N:52][C:53]([O:54][CH2:55][CH3:56])=[O:57].[O:58]1[CH2:59][CH2:60][CH2:61][CH2:62]1.[OH2:63].[OH:13][CH:14]1[CH2:15][CH2:16][N:17]([C:20](=[O:21])[O:22][C:23]([CH3:24])([CH3:25])[CH3:26])[CH2:18][CH2:19]1.[c:27]1([P:28]([c:29]2[cH:30][cH:31][cH:32][cH:33][cH:34]2)[c:35]2[cH:36][cH:37][cH:38][cH:39][cH:40]2)[cH:41][cH:42][cH:43][cH:44][cH:45]1>>[F:1][C:2]([F:3])([F:4])[S:5][c:6]1[cH:7][cH:8][c:9]([O:12][CH:14]2[CH2:15][CH2:16][N:17]([C:20](=[O:21])[O:22][C:23]([CH3:24])([CH3:25])[CH3:26])[CH2:18][CH2:19]2)[cH:10][cH:11]1. Starting materials: Oc1ccc(SC(F)(F)F)cc1, CCOC(=O)N=NC(=O)OCC, C1CCOC1, O, CC(C)(C)OC(=O)N1CCC(O)CC1, c1ccc(P(c2ccccc2)c2ccccc2)cc1. Yields the product CC(C)(C)OC(=O)N1CCC(Oc2ccc(SC(F)(F)F)cc2)CC1. The reactants are CS(=O)C1=NC=C(C(=N1)NC1(CC1)C1=CC=CC=C1)C(=O)N (2-(methylsulfinyl)-4-(1-phenylcyclopropylamino) pyrimidine-5-carboxamide), C(C)(=O)NC=1C=C(N)C=CC1 (3-acetamidoaniline). Solvent: CN1CCCC1=O (NMP). Conditions: temperature 100 celsius. The product is C(C)(=O)NC=1C=C(C=CC1)NC1=NC=C(C(=N1)NC1(CC1)C1=CC=CC=C1)C(=O)N (2-(3-acetamidophenylamino)-4-(1-phenylcyclopropylamino)pyrimidine-5-carboxamide). Isolated yield 59.0%. RXN SMILES: CS([C:4]1[N:9]=[C:8]([NH:10][C:11]2([C:14]3[CH:19]=[CH:18][CH:17]=[CH:16][CH:15]=3)[CH2:13][CH2:12]2)[C:7]([C:20]([NH2:22])=[O:21])=[CH:6][N:5]=1)=O.[C:23]([NH:26][C:27]1[CH:28]=[C:29]([CH:31]=[CH:32][CH:33]=1)[NH2:30])(=[O:25])[CH3:24]>CN1C(=O)CCC1>[C:23]([NH:26][C:27]1[CH:28]=[C:29]([NH:30][C:4]2[N:9]=[C:8]([NH:10][C:11]3([C:14]4[CH:19]=[CH:18][CH:17]=[CH:16][CH:15]=4)[CH2:13][CH2:12]3)[C:7]([C:20]([NH2:22])=[O:21])=[CH:6][N:5]=2)[CH:31]=[CH:32][CH:33]=1)(=[O:25])[CH3:24]. Procedure details: To a solution of 2-(methylsulfinyl)-4-(1-phenylcyclopropylamino) pyrimidine-5-carboxamide (50 mg, 0.16 mmol) in NMP (1 mL) was added 3-acetamidoaniline (27 mg, 0.18 mmol) and pTsO.RH2O (30 mg, 0.16 mmol). The mixture was heated at 100° C. for 2 h, cooled to room temperature, and purified by preparative HPLC to give 2-(3-acetamidophenylamino)-4-(1-phenylcyclopropylamino)pyrimidine-5-carboxamide (38 mg). MS found for C22H22N6O2 as (M+H)| 403.5. λ=251.1. The reactants are CN(C1=CC=C(C=C1)NC(C1=CC(=C(C=C1)[N+](=O)[O-])[N+](=O)[O-])=O)C (N-(4-dimethylaminophenyl)-3,4-dinitrobenzamide), CN(C1=CC=C(C=C1)NC(=O)C1=CC=C(C=O)C=C1)C (4-(4-dimethylaminophenyl)aminocarbonylbenzaldehyde). Yields the product CN(C1=CC=C(C=C1)NC(=O)C1=CC2=C(NC(=N2)C2=CC=C(C=C2)C(NC2=CC=C(C=C2)N(C)C)=O)C=C1)C (N-(4-(dimethylamino)phenyl)-2-(4-((4-(dimethylamino)phenyl)carbamoyl)phenyl)-1H-benzo[d]imidazole-5-carboxamide). Reaction SMILES: [CH3:1][N:2]([CH3:24])[C:3]1[CH:8]=[CH:7][C:6]([NH:9][C:10](=[O:23])[C:11]2[CH:16]=[CH:15][C:14]([N+:17]([O-])=O)=[C:13]([N+:20]([O-])=O)[CH:12]=2)=[CH:5][CH:4]=1.[CH3:25][N:26]([CH3:44])[C:27]1[CH:32]=[CH:31][C:30]([NH:33][C:34]([C:36]2[CH:43]=[CH:42][C:39]([CH:40]=O)=[CH:38][CH:37]=2)=[O:35])=[CH:29][CH:28]=1>>[CH3:1][N:2]([CH3:24])[C:3]1[CH:8]=[CH:7][C:6]([NH:9][C:10]([C:11]2[CH:16]=[CH:15][C:14]3[NH:17][C:40]([C:39]4[CH:38]=[CH:37][C:36]([C:34](=[O:35])[NH:33][C:30]5[CH:31]=[CH:32][C:27]([N:26]([CH3:44])[CH3:25])=[CH:28][CH:29]=5)=[CH:43][CH:42]=4)=[N:20][C:13]=3[CH:12]=2)=[O:23])=[CH:5][CH:4]=1. Procedure details: Compound 197 was prepared according to the procedure similar to that described in Scheme III from N-(4-dimethylaminophenyl)-3,4-dinitrobenzamide and 4-(4-dimethylaminophenyl)aminocarbonylbenzaldehyde. [M+H]+ calcd for C31H30N6O2: 519.24; found: 519.04.